From a dataset of the Open Reaction Database (ORD), a public repository of structured organic reaction records. describe an organic reaction: reactants, conditions, products, and yield Product: CNC(=O)ON=C1SC(C(=N1)CC)(C)C (2-oxo-4-ethyl-5,5-dimethyl-3-thiazoline-O-(methylcarbamoyl)-oxime). Reported procedure: 2-oxo-4-ethyl-5,5-dimethyl-3-thiazoline-oxime was reacted with methyl isocyanate as described in Example 4 to yield 2-oxo-4-ethyl-5,5-dimethyl-3-thiazoline-O-(methylcarbamoyl)-oxime, m.p. 98°-100° C. The 2-oxo-4-ethyl-5,5-dimethyl-3-thiazoline-oxime starting material (m.p. 178°-180° C.) was prepared from 2-methyl-2-thiocyanato-3-pentanone (b.p. [0.03 mm] 56°-58° C.). Reaction SMILES: [N:1](=[C:3]1[N:7]=[C:6]([CH2:8][CH3:9])[C:5]([CH3:11])([CH3:10])[S:4]1)[OH:2].[CH3:12][N:13]=[C:14]=[O:15]>>[CH3:12][NH:13][C:14]([O:2][N:1]=[C:3]1[N:7]=[C:6]([CH2:8][CH3:9])[C:5]([CH3:10])([CH3:11])[S:4]1)=[O:15]. Reactants: N(O)=C1SC(C(=N1)CC)(C)C (2-oxo-4-ethyl-5,5-dimethyl-3-thiazoline-oxime), CN=C=O (methyl isocyanate). The reactants are ( b ), FC(C1=NC2=CC=CC(=C2C(=C1)C)O)(F)F (2-trifluoromethyl-4-methyl-5-hydroxyquinoline), C1(=CC=CC=C1)C(N1CCNCC1)C1=CC=CC=C1 (N-diphenylmethylpiperazine). The product is FC(C1=NC2=CC=CC(=C2C(=C1)C)OCC(CN1CCN(CC1)C(C1=CC=CC=C1)C1=CC=CC=C1)O)(F)F (2-Trifluoromethyl-4-methyl-5-[3-(4-diphenylmethylpiperazine-1-yl)-2-hydroxypropoxy]quinoline). As a reaction SMILES: [F:1][C:2]([F:16])([F:15])[C:3]1[CH:12]=[C:11]([CH3:13])[C:10]2[C:5](=[CH:6][CH:7]=[CH:8][C:9]=2[OH:14])[N:4]=1.[C:17]1([CH:23]([C:30]2[CH:35]=[CH:34][CH:33]=[CH:32][CH:31]=2)[N:24]2[CH2:29][CH2:28][NH:27][CH2:26][CH2:25]2)[CH:22]=[CH:21][CH:20]=[CH:19][CH:18]=1>>[F:16][C:2]([F:1])([F:15])[C:3]1[CH:12]=[C:11]([CH3:13])[C:10]2[C:5](=[CH:6][CH:7]=[CH:8][C:9]=2[O:14][CH2:8][CH:9]([OH:14])[CH2:10][N:27]2[CH2:26][CH2:25][N:24]([CH:23]([C:17]3[CH:18]=[CH:19][CH:20]=[CH:21][CH:22]=3)[C:30]3[CH:35]=[CH:34][CH:33]=[CH:32][CH:31]=3)[CH2:29][CH2:28]2)[N:4]=1. Procedure: Following the same procedures as in Example 1-(a) and (b), reaction and treatment were carried out using 2-trifluoromethyl-4-methyl-5-hydroxyquinoline prepared in Example 54 and N-diphenylmethylpiperazine in order to obtain the desired compound. Starting materials: O=CC1CN(C(CC2CCC2)C(=O)O)CC1c1ccsc1, Cl, c1ccc(CCCC2CCNCC2)cc1. Product: O=C(O)C(CC1CCC1)N1CC(CN2CCC(CCCc3ccccc3)CC2)C(c2ccsc2)C1. As a reaction SMILES: [CH:1](=[O:2])[CH:3]1[CH2:4][N:5]([CH:13]([C:14](=[O:15])[OH:16])[CH2:17][CH:18]2[CH2:19][CH2:20][CH2:21]2)[CH2:6][CH:7]1[c:8]1[cH:9][s:10][cH:11][cH:12]1.[ClH:37].[c:22]1([CH2:28][CH2:29][CH2:30][CH:31]2[CH2:32][CH2:33][NH:34][CH2:35][CH2:36]2)[cH:23][cH:24][cH:25][cH:26][cH:27]1>>[CH2:1]([CH:3]1[CH2:4][N:5]([CH:13]([C:14](=[O:15])[OH:16])[CH2:17][CH:18]2[CH2:19][CH2:20][CH2:21]2)[CH2:6][CH:7]1[c:8]1[cH:9][s:10][cH:11][cH:12]1)[N:34]1[CH2:33][CH2:32][CH:31]([CH2:30][CH2:29][CH2:28][c:22]2[cH:23][cH:24][cH:25][cH:26][cH:27]2)[CH2:36][CH2:35]1. Starting materials: SCCO (2-mercaptoethanol), C([O-])([O-])=O.[K+].[K+] (potassium carbonate), 500, [N+](=O)([O-])C1=C(C=CC(=C1)[N+](=O)[O-])Cl (2,4-dinitro-1-chlorobenzene), [F-].[K+] (potassium fluoride). The solvent is CN(C=O)C (N,N-dimethylformamide). Conditions: time 5 hour. The product is [N+](=O)([O-])C1=C(C=CC(=C1)[N+](=O)[O-])SCCO (2-[2,4-dinitrophenylsulfanyl]ethanol). RXN SMILES: [N+:1]([C:4]1[CH:9]=[C:8]([N+:10]([O-:12])=[O:11])[CH:7]=[CH:6][C:5]=1Cl)([O-:3])=[O:2].[F-].[K+].[SH:16][CH2:17][CH2:18][OH:19].C(=O)([O-])[O-].[K+].[K+]>CN(C)C=O>[N+:1]([C:4]1[CH:9]=[C:8]([N+:10]([O-:12])=[O:11])[CH:7]=[CH:6][C:5]=1[S:16][CH2:17][CH2:18][OH:19])([O-:3])=[O:2] |f:1.2,4.5.6|. Reported procedure: To a solution of 500 parts of 2,4-dinitro-1-chlorobenzene in 590 parts of N,N-dimethylformamide (DMF) are added 217 parts of potassium fluoride and the reaction mixture is stirred at room temperature for 5 hours. Then 350 parts of 2-mercaptoethanol are added dropwise, the internal temperature rising to 60°-65 ° C., and the reaction mixture is subsequently stirred at that temperature for about 15 hours. Starting materials still present are then made to react by adding 34 parts of potassium carbon... Starting materials: COC(=O)C=1SC=CC1 (thiophene-2-carboxylic acid methyl ester), II (iodine), FC(C(=O)OI(OC(C(F)(F)F)=O)C1=CC=CC=C1)(F)F ([Bis(trifluoroacetoxy)iodo] benzene), ClCCl (Dichloromethane). Run in C(Cl)(Cl)(Cl)Cl (carbon tetrachloride). Reaction conditions: time 8 hour. The product is COC(=O)C=1SC(=CC1)I (5-Iodo-thiophene-2-carboxylic acid methyl ester). Yield: 115.4%. RXN SMILES: [CH3:1][O:2][C:3]([C:5]1[S:6][CH:7]=[CH:8][CH:9]=1)=[O:4].II.FC(F)(F)C(O[I:17](C1C=CC=CC=1)OC(=O)C(F)(F)F)=O.ClCCl>C(Cl)(Cl)(Cl)Cl>[CH3:1][O:2][C:3]([C:5]1[S:6][C:7]([I:17])=[CH:8][CH:9]=1)=[O:4]. Procedure: To a solution of thiophene-2-carboxylic acid methyl ester (5.0 g, 28.7 mmol) in 35 mL of anhydrous carbon tetrachloride was added iodine (3.65 g, 14.37 mmol) and [Bis(trifluoroacetoxy)iodo] benzene (6.67 g, 15.52 mmol). This mixture was stirred overnight at room temperature. Dichloromethane was then added and the mixture was extracted with a solution of sodium thiosulfate 10%. The organic layer was evaporated and the residue was purified flash chromatography (hexane 40%:chloroform 60%) to give a... RXN SMILES: [CH3:1][N:2]([CH3:16])[CH:3]([C:5]1[CH:6]=[C:7]([CH:13]=[CH:14][CH:15]=1)[O:8][CH2:9][CH2:10][CH2:11][NH2:12])[CH3:4].[CH2:17]1[C@@H:21]([CH2:22][CH2:23][CH2:24][CH2:25][C:26](O)=[O:27])[S:20][S:19][CH2:18]1>>[CH3:16][N:2]([CH3:1])[CH:3]([C:5]1[CH:6]=[C:7]([CH:13]=[CH:14][CH:15]=1)[O:8][CH2:9][CH2:10][CH2:11][NH:12][C:26](=[O:27])[CH2:25][CH2:24][CH2:23][CH2:22][CH:21]1[CH2:17][CH2:18][S:19][S:20]1)[CH3:4]. Yields the product CN(C(C)C=1C=C(OCCCNC(CCCCC2SSCC2)=O)C=CC1)C (5-[1,2]dithiolan-3-yl-pentanoic acid {3-[3-(1-dimethylamino-ethyl)-phenoxy]-propyl}-amide). Procedure: 5-[1,2]dithiolan-3-yl-pentanoic acid {3-[3-(1-dimethylamino-ethyl)-phenoxy]-propyl}-amide (19) was synthesized from 19c (150 mg, 0.67 mmol) and lipoic acid (210 mg, 1.02 mmol) following the procedure described for 17, and purified by gravity column. Elution with petroleum ether/toluene/CH2Cl2/MeOH/aqueous 30% ammonia solution (6:1:1.5:1.5:0.01) afforded 19 as a waxy solid; 30% yield, 1H NMR (200 MHz, CDCl3) δ 7.27 (t, J=8.2 Hz, 1H); 6.78-6.98 (m, 3H), 5.99 (br t, 1H); 4.09 (t, J=6.0 Hz, 2H); 3.2... Reactants: CN(C(C)C=1C=C(OCCCN)C=CC1)C (3-[3-(1-Dimethylamino-ethyl)-phenoxy]-propylamine), C1CSS[C@@H]1CCCCC(=O)O (lipoic acid). Starting materials: ClC1=C(OCC(=O)O)C=CC(=C1)C=1SC=CC1 ((2-chloro-4-thiophen-2-yl-phenoxy)-acetic acid), ClC=1C=C(C=CC1OCCN(CC)CC)N (3-chloro-4-(2-diethylamino-ethoxy)-phenylamine). Product: ClC=1C=C(C=CC1OCCN(CC)CC)NC(COC1=C(C=C(C=C1)C=1SC=CC1)Cl)=O (N-[3-chloro-4-(2-diethylamino-ethoxy)-phenyl]-2-(2-chloro-4-thiophen-2-yl -phenoxy)-acetamide). As a reaction SMILES: [Cl:1][C:2]1[CH:12]=[C:11]([C:13]2[S:14][CH:15]=[CH:16][CH:17]=2)[CH:10]=[CH:9][C:3]=1[O:4][CH2:5][C:6]([OH:8])=O.[Cl:18][C:19]1[CH:20]=[C:21]([NH2:33])[CH:22]=[CH:23][C:24]=1[O:25][CH2:26][CH2:27][N:28]([CH2:31][CH3:32])[CH2:29][CH3:30]>>[Cl:18][C:19]1[CH:20]=[C:21]([NH:33][C:6](=[O:8])[CH2:5][O:4][C:3]2[CH:9]=[CH:10][C:11]([C:13]3[S:14][CH:15]=[CH:16][CH:17]=3)=[CH:12][C:2]=2[Cl:1])[CH:22]=[CH:23][C:24]=1[O:25][CH2:26][CH2:27][N:28]([CH2:31][CH3:32])[CH2:29][CH3:30]. Procedure details: The product was prepared according to general working method I from 2-chloro-4-thiophen-2-yl-phenoxy)-acetic acid (131b) and 3-chloro-4-(2-diethylamino-ethoxy)-phenylamine (Z1b).